This data is from the Open Reaction Database (ORD), a public repository of structured organic reaction records. The task is: describe an organic reaction: reactants, conditions, products, and yield The reactants are CC1=CC=C(C=C1)S(=O)(=O)O (4-methyl-benzene sulphonic acid), C(Cl)(Cl)Cl (chloroform), O=C[C@H](O)[C@@H](O)[C@H](O)[C@H](O)CO (glucose). Conditions: time 20 minute. Product: C([C@H]([C@@H]1[C@@H]([C@@H]2[C@H](O1)O[C@H](O2)C(Cl)(Cl)Cl)O)O)O (β-chloralose). As a reaction SMILES: [CH3:1]C1C=CC(S(O)(=O)=O)=CC=1.[O:12]=[CH:13][C@@H:14]([C@H:16]([C@@H:18]([C@@H:20]([CH2:22][OH:23])[OH:21])[OH:19])[OH:17])[OH:15].[CH:24]([Cl:27])([Cl:26])[Cl:25]>>[CH2:22]([OH:23])[C@@H:20]([OH:21])[C@H:18]1[O:19][C@@H:13]2[O:12][C@@H:1]([C:24]([Cl:27])([Cl:26])[Cl:25])[O:15][C@@H:14]2[C@H:16]1[OH:17]. Procedure: Under stirring 0.05 g of 4-methyl-benzene sulphonic acid and 20 ml of chloroform are added to a mixture of 4.5 g of glucose and 19 g of choral. The mixture is heated to reflux temperature and the formed water is separated by means of a Dean-Stark apparatus. The solvent is distilled off, then the mixture is kept at a temperature of 60° C. for 20 minutes. The separated material is filtered off. Reactants: C(=O)CN(C(=O)C1CCCCC1)C1=NC=CC=C1 (N-formylmethyl-N-(2-pyridyl)cyclohexanecarboxamide), C(C1=CC=CC=C1)N1CCNCC1 (1-benzylpiperazine), C(C)(=O)O[BH-](OC(C)=O)OC(C)=O.[Na+] (sodium triacetoxyborohydride), C(O)([O-])=O.[Na+] (sodium hydrogencarbonate). The solvent is C(Cl)Cl (methylene chloride), C(C)(=O)O (acetic acid), O (water). Run at time 24 hour. Product: COC(CN(C(=O)C1CCCCC1)C1=NC=CC=C1)OC (N-(2,2-dimethoxyethyl)-N-(2-pyridyl)cyclohexanecarboxamide), C1(CCCCC1)C(=O)N(CCN1CCN(CC1)CC1=CC=CC=C1)C1=NC=CC=C1 (1-[N-cyclohexylcarbonyl-N-(2-pyridyl)-2-aminoethyl]-4-benzylpiperazine). Reaction SMILES: [CH:1]([CH2:3][N:4]([C:13]1[CH:18]=[CH:17][CH:16]=[CH:15][N:14]=1)[C:5]([CH:7]1[CH2:12][CH2:11][CH2:10][CH2:9][CH2:8]1)=[O:6])=[O:2].[CH2:19]([N:26]1[CH2:31][CH2:30][NH:29][CH2:28][CH2:27]1)[C:20]1[CH:25]=[CH:24][CH:23]=[CH:22][CH:21]=1.[C:32](O[BH-](OC(=O)C)OC(=O)C)(=[O:34])C.[Na+].[C:46](=O)([O-])O.[Na+]>O.C(Cl)Cl.C(O)(=O)C>[CH3:46][O:2][CH:1]([O:34][CH3:32])[CH2:3][N:4]([C:13]1[CH:18]=[CH:17][CH:16]=[CH:15][N:14]=1)[C:5]([CH:7]1[CH2:12][CH2:11][CH2:10][CH2:9][CH2:8]1)=[O:6].[CH:7]1([C:5]([N:4]([C:13]2[CH:18]=[CH:17][CH:16]=[CH:15][N:14]=2)[CH2:3][CH2:1][N:29]2[CH2:30][CH2:31][N:26]([CH2:19][C:20]3[CH:21]=[CH:22][CH:23]=[CH:24][CH:25]=3)[CH2:27][CH2:28]2)=[O:6])[CH2:12][CH2:11][CH2:10][CH2:9][CH2:8]1 |f:2.3,4.5|. Reported procedure: A mixture of 0.3 g of Compound 1B, 0.2 mL of 1-benzylpiperazine, 0.14 mL of acetic acid, 0.38 g of sodium triacetoxyborohydride and 7 mL of methylene chloride was stirred at room temperature for 24 h. Afterwards, it was diluted with water, alkalinized with 5% aq. sodium hydrogencarbonate. The organic layer was separated, dried on sodium sulphate and evaporated to dryness in vacuo affording a crude, which was purified by flash chromatography (methylene chloride—methanol 9.5:0.5) affording 0.03 g ... Product: CC(c1cc(O)ccc1Cl)C(O)(c1ccc2oc(=O)n(C)c2c1)C(F)(F)F. Reaction SMILES: [B:29]([Br:30])([Br:31])[Br:32].[Cl:1][c:2]1[c:3]([CH:10]([C:11]([C:12]([F:13])([F:14])[F:15])([OH:16])[c:17]2[cH:18][cH:19][c:20]3[c:21]([n:22]([CH3:26])[c:23](=[O:25])[o:24]3)[cH:27]2)[CH3:28])[cH:4][c:5]([O:8][CH3:9])[cH:6][cH:7]1.[Cl:38][CH2:39][Cl:40].[Na+:37].[O-:33][C:34]([OH:35])=[O:36]>>[Cl:1][c:2]1[c:3]([CH:10]([C:11]([C:12]([F:13])([F:14])[F:15])([OH:16])[c:17]2[cH:18][cH:19][c:20]3[c:21]([n:22]([CH3:26])[c:23](=[O:25])[o:24]3)[cH:27]2)[CH3:28])[cH:4][c:5]([OH:8])[cH:6][cH:7]1. The reactants are BrB(Br)Br, COc1ccc(Cl)c(C(C)C(O)(c2ccc3oc(=O)n(C)c3c2)C(F)(F)F)c1, ClCCl, [Na+], O=C([O-])O.